From a dataset of the Open Reaction Database (ORD), a public repository of structured organic reaction records. describe an organic reaction: reactants, conditions, products, and yield The reactants are BrC1=CC(=C2C=CC=NC2=C1)O[C@H](C)[C@@H]1CC(NC1)=O ((R)-4-((R)-1-(7-bromoquinolin-5-yloxy)ethyl)pyrrolidin-2-one), quinoline-6, C([O-])([O-])=O.[Na+].[Na+] (sodium carbonate). The reagents and catalysts are [Pd].C1(=CC=CC=C1)P(C1=CC=CC=C1)C1=CC=CC=C1.C1(=CC=CC=C1)P(C1=CC=CC=C1)C1=CC=CC=C1.C1(=CC=CC=C1)P(C1=CC=CC=C1)C1=CC=CC=C1.C1(=CC=CC=C1)P(C1=CC=CC=C1)C1=CC=CC=C1 (tetrakis-(triphenylphosphin)-palladium(0)). Solvent: O1CCOCC1 (dioxan). The product is N1=CC=CC2=CC(=CC=C12)C1=CC(=C2C=CC=NC2=C1)O[C@H](C)[C@@H]1CC(NC1)=O ((R)-4-((R)-1-(6,7′-biquinolin-5′-yloxy)ethyl)pyrrolidin-2-one). Isolated yield 131.1%. As a reaction SMILES: Br[C:2]1[CH:11]=[C:10]2[C:5]([CH:6]=[CH:7][CH:8]=[N:9]2)=[C:4]([O:12][C@@H:13]([C@H:15]2[CH2:19][NH:18][C:17](=[O:20])[CH2:16]2)[CH3:14])[CH:3]=1.C(=O)([O-])[O-].[Na+].[Na+]>[Pd].C1(P(C2C=CC=CC=2)C2C=CC=CC=2)C=CC=CC=1.C1(P(C2C=CC=CC=2)C2C=CC=CC=2)C=CC=CC=1.C1(P(C2C=CC=CC=2)C2C=CC=CC=2)C=CC=CC=1.C1(P(C2C=CC=CC=2)C2C=CC=CC=2)C=CC=CC=1.O1CCOCC1>[N:9]1[C:10]2[C:5](=[CH:4][C:3]([C:2]3[CH:11]=[C:10]4[C:5]([CH:6]=[CH:7][CH:8]=[N:9]4)=[C:4]([O:12][C@@H:13]([C@H:15]4[CH2:19][NH:18][C:17](=[O:20])[CH2:16]4)[CH3:14])[CH:3]=3)=[CH:2][CH:11]=2)[CH:6]=[CH:7][CH:8]=1 |f:1.2.3,4.5.6.7.8|. Procedure details: 40 mg Example 27, 31 mg quinoline-6-boronic acidboronic acid, 14 mg tetrakis-(triphenylphosphin)-palladium(0), 120 μL 2N aqueous sodium carbonate and 0.5 mL dioxan were heated in the microwave (MW) for 15 min at 140° C. The mixture was purified with HPLC (XbridgeC18, MeOH/water, TFA) and the desired fractions lyophilized to yield 30 mg (75%) of Example 29 as yellow solid. The reactants are C[O-].[Na+] (sodium methoxide), BrC=1N(C2=NC(=NC(=C2N1)N)N[C@@H](CCC)C)C1OCCCC1 (8-bromo-N2-[(1R)-1-methylbutyl]-9-(tetrahydro-2H-pyran-2-yl)-9H-purine-2,6-diamine), C[O-].[Na+] (sodium methoxide), C[O-].[Na+] (sodium methoxide). The solvent is CO (methanol), CO (methanol), CO (methanol), CO (methanol). Run at time 4 hour. The product is C[C@H](CCC)NC1=NC(=C2N=C(N(C2=N1)C1OCCCC1)OC)N (N2-[(1R)-1-Methylbutyl]-8-(methyloxy)-9-(tetrahydro-2H-pyran-2-yl)-9H-purine-2,6-diamine). Reaction SMILES: [CH3:1][O-:2].[Na+].Br[C:5]1[N:6]([CH:21]2[CH2:26][CH2:25][CH2:24][CH2:23][O:22]2)[C:7]2[C:12]([N:13]=1)=[C:11]([NH2:14])[N:10]=[C:9]([NH:15][C@H:16]([CH3:20])[CH2:17][CH2:18][CH3:19])[N:8]=2>CO>[CH3:20][C@@H:16]([NH:15][C:9]1[N:8]=[C:7]2[C:12]([N:13]=[C:5]([O:2][CH3:1])[N:6]2[CH:21]2[CH2:26][CH2:25][CH2:24][CH2:23][O:22]2)=[C:11]([NH2:14])[N:10]=1)[CH2:17][CH2:18][CH3:19] |f:0.1|. Procedure: A solution of sodium methoxide in methanol (0.5M, 9 ml, 4.5 mmol) was added to a solution of 8-bromo-N2-[(1R)-1-methylbutyl]-9-(tetrahydro-2H-pyran-2-yl)-9H-purine-2,6-diamine (0.844 g, 2.20 mmol) in methanol (12 ml) and the resulting solution heated under reflux for 23.5 hours. More sodium methoxide in methanol (0.5M, 4.5 ml) was then added and refluxing continued for a further 4 hours. More sodium methoxide in methanol (0.5M, 4.5 ml) was again added and refluxing continued for a further 16.5 h... Starting materials: Br[Mg]c1ccccc1, C=Cc1ccc(C)cc1, Cl[Cu], CN(C)C=O, O, Cl[Pd]Cl. Product: Cc1ccc(C(C)(O)c2ccccc2)cc1. Reaction SMILES: [Br:15][Mg:16][c:17]1[cH:18][cH:19][cH:20][cH:21][cH:22]1.[CH3:6][c:7]1[cH:8][cH:9][c:10]([CH:11]=[CH2:12])[cH:13][cH:14]1.[Cu:26][Cl:27].[O:1]=[CH:2][N:3]([CH3:4])[CH3:5].[OH2:28].[Pd:23]([Cl:24])[Cl:25]>>[OH:1][C:11]([c:10]1[cH:9][cH:8][c:7]([CH3:6])[cH:14][cH:13]1)([CH3:12])[c:17]1[cH:18][cH:19][cH:20][cH:21][cH:22]1. The reactants are C1(CCCC(N1CCCN1C=2C=CC=CC2C=2C1=NC1=CC=CC=C1N2)=O)=O (6-(3-glutarimidopropyl)-6H-indolo(2,3-b)quinoxaline), [Li] (lithium), O (water). Solvent: O1CCCC1 (tetrahydrofuran). Run at time 1 hour. The product is N1(CCCCC1)CCCN1C=2C=CC=CC2C=2C1=NC1=CC=CC=C1N2 (6-(3-piperidinopropyl)-6H-indolo(2,3-b)quinoxaline). RXN SMILES: [C:1]1(=O)[N:6]([CH2:7][CH2:8][CH2:9][N:10]2[C:18]3=[N:19][C:20]4[C:25]([N:26]=[C:17]3[C:16]3[CH:15]=[CH:14][CH:13]=[CH:12][C:11]2=3)=[CH:24][CH:23]=[CH:22][CH:21]=4)[C:5](=O)[CH2:4][CH2:3][CH2:2]1.[Li].O>O1CCCC1>[N:6]1([CH2:7][CH2:8][CH2:9][N:10]2[C:18]3=[N:19][C:20]4[C:25]([N:26]=[C:17]3[C:16]3[CH:15]=[CH:14][CH:13]=[CH:12][C:11]2=3)=[CH:24][CH:23]=[CH:22][CH:21]=4)[CH2:1][CH2:2][CH2:3][CH2:4][CH2:5]1 |^1:28|. Procedure details: 6-(3-glutarimidopropyl)-6H-indolo(2,3-b)quinoxaline (3.72 g) is heated under reflux with lithium aluminumhydride (0.80 g) in tetrahydrofuran (40 ml) for 6 hours, and then water (2 ml) is dropped thereto carefully. After stirring for 1 hour solid material is separated away and the residue is concentrated. The residue is dissolved in dry ether and the base is precipitated as hydrochloride by addition of hydrogen chloride. Yield: 2.60 g (68%), mp. 262°-266° C. Starting materials: NCC(COC1=CC=C(C=C1)OCC1=CC=CC=C1)O (1-Amino-3-(4-benzyloxy-phenoxy)-propan-2-ol), COC=1C=C(C=CC1OC)NS(=O)(=O)C1=CC=C(C=C1)N1CCC(CC1)=O (N-(3,4-dimethoxy-phenyl)-4-(4-oxo-piperidin-1-yl)-benzenesulfonamide). Product: C(C1=CC=CC=C1)OC1=CC=C(OC[C@H](CNC2CCN(CC2)C2=CC=C(C=C2)S(=O)(=O)NC2=CC(=C(C=C2)OC)OC)O)C=C1 (4-{4-[(2S)-3-(4-Benzyloxy-phenoxy)-2-hydroxy-propylamino]-piperidin-1-yl}-N-(3,4-dimethoxy-phenyl)-benzenesulfonamide). As a reaction SMILES: [NH2:1][CH2:2][CH:3]([OH:20])[CH2:4][O:5][C:6]1[CH:11]=[CH:10][C:9]([O:12][CH2:13][C:14]2[CH:19]=[CH:18][CH:17]=[CH:16][CH:15]=2)=[CH:8][CH:7]=1.[CH3:21][O:22][C:23]1[CH:24]=[C:25]([NH:31][S:32]([C:35]2[CH:40]=[CH:39][C:38]([N:41]3[CH2:46][CH2:45][C:44](=O)[CH2:43][CH2:42]3)=[CH:37][CH:36]=2)(=[O:34])=[O:33])[CH:26]=[CH:27][C:28]=1[O:29][CH3:30]>>[CH2:13]([O:12][C:9]1[CH:10]=[CH:11][C:6]([O:5][CH2:4][C@@H:3]([OH:20])[CH2:2][NH:1][CH:44]2[CH2:43][CH2:42][N:41]([C:38]3[CH:37]=[CH:36][C:35]([S:32]([NH:31][C:25]4[CH:26]=[CH:27][C:28]([O:29][CH3:30])=[C:23]([O:22][CH3:21])[CH:24]=4)(=[O:33])=[O:34])=[CH:40][CH:39]=3)[CH2:46][CH2:45]2)=[CH:7][CH:8]=1)[C:14]1[CH:15]=[CH:16][CH:17]=[CH:18][CH:19]=1. Procedure: The title compound was prepared from 1-Amino-3-(4-benzyloxy-phenoxy)-propan-2-ol and Reference Example 73, N-(3,4-dimethoxy-phenyl)-4-(4-oxo-piperidin-1-yl)-benzenesulfonamide, according to the procedure of Example 1 as an off-white solid; mp 113-121° C.; 1H NMR (300 MHz, DMSO-d6) δ 1.15-1.35 (m, 2H), 1.75-1.90 (m, 2H), 2.50-2.90 (m, 5H), 2.89 (s, 3H), 3.61 (s, 3H), 3.64 (s, 3H), 3.64-3.80 (m, 5H), 5.02 (s, 2H), 6.70-7.00 (m, 9H), 7.30-7.70 (m, 7H); MS (ES) m/z: 648.1 (MH+); HRMS Calcd. for C35H...